This data is from the Open Reaction Database (ORD), a public repository of structured organic reaction records. The task is: describe an organic reaction: reactants, conditions, products, and yield Reactants: ClC=1C=C2C(=CN1)NC(=C2)C(=O)O (5-chloro-1H-pyrrolo[2,3-c]pyridine-2-carboxylic acid), COC1=C(C=CC=C1)CCN (2-(2-methoxyphenyl)ethylamine). Yields the product COC1=C(C=CC=C1)CCNC(=O)C1=CC=2C(=CN=C(C2)Cl)N1 (5-Chloro-1H-pyrrolo[2,3-c]pyridine-2-carboxylic acid [2-(2-methoxyphenyl)ethyl]amide). Reaction SMILES: [Cl:1][C:2]1[CH:3]=[C:4]2[CH:10]=[C:9]([C:11]([OH:13])=O)[NH:8][C:5]2=[CH:6][N:7]=1.[CH3:14][O:15][C:16]1[CH:21]=[CH:20][CH:19]=[CH:18][C:17]=1[CH2:22][CH2:23][NH2:24]>>[CH3:14][O:15][C:16]1[CH:21]=[CH:20][CH:19]=[CH:18][C:17]=1[CH2:22][CH2:23][NH:24][C:11]([C:9]1[NH:8][C:5]2=[CH:6][N:7]=[C:2]([Cl:1])[CH:3]=[C:4]2[CH:10]=1)=[O:13]. Reported procedure: The title compound was prepared as outlined in EXAMPLE 1 from 5-chloro-1H-pyrrolo[2,3-c]pyridine-2-carboxylic acid (Preparation 18) and 2-(2-methoxyphenyl)ethylamine. The product was purified by chromatography on silica gel eluting with methanol/dichloromethane (3:97) to give the title compound as a yellow solid. δH (CD3OD): 2.94 (2H, t), 3.59 (2H, t), 3.78 (3H, s), 6.84 (1H, t), 6.89 (1H, d), 6.97 (1H, s), 7.12–7.18 (2H, m), 7.60 (1H, s), 8.55 (1H, s); m/z (ES+)=330 [M+H]+. Reactants: C1(CCCCCO1)=O (ε-caprolactone), C1C(=O)OCC(=O)O1 (glycolide), C(CO)(=O)O (glycolic acid), stannous octanoate. Run at time 6.25 hour. Product: C1(CCCCCO1)=O.C1C(=O)OCC(=O)O1 (ε-Caprolactone Glycolide). As a reaction SMILES: [C:1]1(=[O:8])[O:7][CH2:6][CH2:5][CH2:4][CH2:3][CH2:2]1.[CH2:9]1[O:16][C:14](=[O:15])[CH2:13][O:12][C:10]1=[O:11].C(O)(=O)CO>>[C:1]1(=[O:8])[O:7][CH2:6][CH2:5][CH2:4][CH2:3][CH2:2]1.[CH2:9]1[O:16][C:14](=[O:15])[CH2:13][O:12][C:10]1=[O:11] |f:3.4|. Procedure: The CT-1 copolymer was prepared by the copolymerization of ε-caprolactone (0.625 mole) with glycolide (32.3 mmole) in the presence of glycolic acid (3.756 mmole) as the initiator and stannous octanoate (0.1247 mmole as 0.2M solution in toluene) as the catalyst. The polymerization was conducted in a mechanically stirred reactor under a dry nitrogen atmosphere at 150° C. for 6.25 hours. At the conclusion of the polymerization, as determined by GPC, traces of unreacted monomer were removed by disti... Starting materials: CC1(/C(/N(C=2C=CC3=C(C12)C=C(C=C3S(=O)(=O)[O-])S(=O)(=O)[O-])CCCS(=O)(=O)[O-])=C\C=C(\C=C\C3=[N+](C=1C=CC2=C(C1C3(C)C)C=C(C=C2S(=O)(=O)[O-])S(=O)(=O)[O-])CCCS(=O)(=O)[O-])/C2=CC(=CC=C2)CCCCC(=O)ON2C(CCC2=O)=O)C.[Na+].[Na+].[Na+].[Na+].[Na+] (Sodium 2-((1E,3Z,5E)-5-(1,1-Dimethyl-6,8-disulfonato-3-(3-sulfonatopropyl)-1H-benzo[e]indol-2(3H)-ylidene)-3-(3-(5-(2,5-dioxopyrrolidin-1-yloxy)-5-oxopentyl)phenyl)penta-1,3-dienyl)-1,1-dimethyl-3-(3-sulfonatopropyl)-1H-benzo[e]indolium-6,8-disulfonate), C(=O)(O)CCCCC1=C(C=CC=C1)/C(/C=C/C1=[N+](C2=CC=C(C=C2C1(C)C)S(=O)(=O)[O-])CCCS(=O)(=O)[O-])=C\C=C/1\N(C2=CC=C(C=C2C1(C)C)S(=O)(=O)[O-])CCCS(=O)(=O)[O-].[Na+].[Na+].[Na+] (Sodium 2-((1E,3Z,5E)-3-(2-(4-Carboxybutyl)phenyl)-5-(3,3-dimethyl-5-sulfonato-1-(3-sulfonatopropyl)indolin-2-ylidene)penta-1,3-dienyl)-3,3-dimethyl-1-(3-sulfonatopropyl)-3H-indolium-5-sulfonate). The product is CC1(/C(/N(C2=CC=C(C=C12)S(=O)(=O)[O-])CCCS(=O)(=O)[O-])=C\C=C(\C=C\C1=[N+](C2=CC=C(C=C2C1(C)C)S(=O)(=O)[O-])CCCS(=O)(=O)[O-])/C1=C(C=CC=C1)CCCCC(=O)ON1C(CCC1=O)=O)C.[Na+].[Na+].[Na+] (Sodium 2-((1E,3Z,5E)-5-(3,3-Dimethyl-5-sulfonato-1-(3-sulfonatopropyl)indolin-2-ylidene)-3-(2-(5-(2,5-dioxopyrrolidin-1-yloxy)-5-oxopentyl)phenyl)penta-1,3-dienyl)-3,3-dimethyl-1-(3-sulfonatopropyl)-3H-indolium-5-sulfonate). RXN SMILES: CC1(C)C2C3C=C(S([O-])(=O)=O)C=C(S([O-])(=O)=O)C=3C=CC=2N(CCCS([O-])(=O)=O)/C/1=C/C=C(\C1C=CC=C(CCCCC(O[N:78]2[C:82](=[O:83])[CH2:81][CH2:80][C:79]2=[O:84])=O)C=1)/C=C/C1C(C)(C)C2C3C=C(S([O-])(=O)=O)C=C(S([O-])(=O)=O)C=3C=CC=2[N+]=1CCCS([O-])(=O)=O.[Na+:86].[Na+].[Na+].[Na+].[Na+].[C:91]([CH2:94][CH2:95][CH2:96][CH2:97][C:98]1[CH:103]=[CH:102][CH:101]=[CH:100][C:99]=1/[C:104](=[CH:129]\[CH:130]=[C:131]1\[N:132]([CH2:146][CH2:147][CH2:148][S:149]([O-:152])(=[O:151])=[O:150])[C:133]2[C:138]([C:139]\1([CH3:141])[CH3:140])=[CH:137][C:136]([S:142]([O-:145])(=[O:144])=[O:143])=[CH:135][CH:134]=2)/[CH:105]=[CH:106]/[C:107]1[C:115]([CH3:117])([CH3:116])[C:114]2[C:109](=[CH:110][CH:111]=[C:112]([S:118]([O-:121])(=[O:120])=[O:119])[CH:113]=2)[N+:108]=1[CH2:122][CH2:123][CH2:124][S:125]([O-:128])(=[O:127])=[O:126])([OH:93])=[O:92].[Na+].[Na+].[Na+]>>[CH3:117][C:115]1([CH3:116])[C:114]2[C:109](=[CH:110][CH:111]=[C:112]([S:118]([O-:121])(=[O:119])=[O:120])[CH:113]=2)[N:108]([CH2:122][CH2:123][CH2:124][S:125]([O-:128])(=[O:127])=[O:126])/[C:107]/1=[CH:106]/[CH:105]=[C:104](\[C:99]1[CH:100]=[CH:101][CH:102]=[CH:103][C:98]=1[CH2:97][CH2:96][CH2:95][CH2:94][C:91]([O:93][N:78]1[C:82](=[O:83])[CH2:81][CH2:80][C:79]1=[O:84])=[O:92])/[CH:129]=[CH:130]/[C:131]1[C:139]([CH3:140])([CH3:141])[C:138]2[C:133](=[CH:134][CH:135]=[C:136]([S:142]([O-:145])(=[O:144])=[O:143])[CH:137]=2)[N+:132]=1[CH2:146][CH2:147][CH2:148][S:149]([O-:152])(=[O:151])=[O:150].[Na+:86].[Na+:86].[Na+:86] |f:0.1.2.3.4.5,6.7.8.9,10.11.12.13|. Procedure: Compound 34 is prepared analogously to compound 9 (Example 9), except that compound 33 is used as a starting material. Reactants: BrC=1C=C(NC=C(C(=O)NC2=C(C=C(C(=C2)OC)Cl)Cl)C#N)C=CC1OC (3-bromo-4-methoxyanilino-N-(2,4-dichloro-5-methoxyphenyl)-2-cyano-2-propenamide), P(=O)(Cl)(Cl)Cl (phosphorous oxychloride). Run in C(C)#N (acetonitrile). Conditions: time 1 hour. Product: BrC1=C(C=C2C(=C(C=NC2=C1)C#N)NC1=C(C=C(C(=C1)OC)Cl)Cl)OC (7-bromo-4-[(2,4-dichloro-5-methoxyphenyl)amino]-6-methoxy-3-quinolinecarbonitrile). Yield: 44.9%. Reaction SMILES: [Br:1][C:2]1[CH:3]=[C:4]([CH:23]=[CH:24][C:25]=1[O:26][CH3:27])[NH:5][CH:6]=[C:7]([C:21]#[N:22])[C:8]([NH:10][C:11]1[CH:16]=[C:15]([O:17][CH3:18])[C:14]([Cl:19])=[CH:13][C:12]=1[Cl:20])=O.P(Cl)(Cl)(Cl)=O>C(#N)C>[Br:1][C:2]1[CH:3]=[C:4]2[C:23]([C:8]([NH:10][C:11]3[CH:16]=[C:15]([O:17][CH3:18])[C:14]([Cl:19])=[CH:13][C:12]=3[Cl:20])=[C:7]([C:21]#[N:22])[CH:6]=[N:5]2)=[CH:24][C:25]=1[O:26][CH3:27]. Reported procedure: A suspension of 3-bromo-4-methoxyanilino-N-(2,4-dichloro-5-methoxyphenyl)-2-cyano-2-propenamide (4.00 g, 8.50 mmol) in 200 mL of acetonitrile was heated to reflux and phosphorous oxychloride (5.0 mL) was added dropwise, via syringe. The reaction mixture was heated at reflux overnight, then cooled to room temperature and concentrated in vacuo. The residue was cooled to 0° C. and saturated aqueous sodium bicarbonate was added. The mixture was stirred for 1 hour and then extracted with a large volu... The reactants are CC(C)C(N)C(=O)N1CCN(Cc2ccc(Cl)c(Cl)c2)CC1, C1CCOC1. The product is CC(C)C(N)CN1CCN(Cc2ccc(Cl)c(Cl)c2)CC1. Reaction SMILES: [Cl:1][c:2]1[cH:3][c:4]([CH2:5][N:6]2[CH2:7][CH2:8][N:9]([C:12](=[O:13])[CH:14]([CH:15]([CH3:16])[CH3:17])[NH2:18])[CH2:10][CH2:11]2)[cH:19][cH:20][c:21]1[Cl:22].[O:23]1[CH2:24][CH2:25][CH2:26][CH2:27]1>>[Cl:1][c:2]1[cH:3][c:4]([CH2:5][N:6]2[CH2:7][CH2:8][N:9]([CH2:12][CH:14]([CH:15]([CH3:16])[CH3:17])[NH2:18])[CH2:10][CH2:11]2)[cH:19][cH:20][c:21]1[Cl:22].